From a dataset of the Open Reaction Database (ORD), a public repository of structured organic reaction records. describe an organic reaction: reactants, conditions, products, and yield The reactants are CS(N)(=O)=O, CN(C)C=O, [H-], [Na+], C=CS(=O)(=O)N1CCC(CN(CC)C(C)Cc2ccc3c(c2)CCO3)CC1. Product: CCN(CC1CCN(S(=O)(=O)CCNS(C)(=O)=O)CC1)C(C)Cc1ccc2c(c1)CCO2. Reaction SMILES: [CH3:1][S:2](=[O:3])(=[O:4])[NH2:5].[CH3:35][N:36]([CH3:37])[CH:38]=[O:39].[H-:6].[Na+:7].[O:8]1[CH2:9][CH2:10][c:11]2[c:12]1[cH:13][cH:14][c:15]([CH2:17][CH:18]([CH3:19])[N:20]([CH2:21][CH3:22])[CH2:23][CH:24]1[CH2:25][CH2:26][N:27]([S:30](=[O:31])(=[O:32])[CH:33]=[CH2:34])[CH2:28][CH2:29]1)[cH:16]2>>[CH3:1][S:2](=[O:3])(=[O:4])[NH:5][CH2:34][CH2:33][S:30]([N:27]1[CH2:26][CH2:25][CH:24]([CH2:23][N:20]([CH:18]([CH2:17][c:15]2[cH:14][cH:13][c:12]3[c:11]([cH:16]2)[CH2:10][CH2:9][O:8]3)[CH3:19])[CH2:21][CH3:22])[CH2:29][CH2:28]1)(=[O:31])=[O:32]. Reactants: CC(C)(C)OC(=O)Oc2ccc1ccccc1c2 (substrate), c2ccc1ocnc1c2 (effective_coupling_partner). The reagents and catalysts are dcype. Run at temperature 120 celsius, time 12 hour. Yields the product c4ccc3cc(c2nc1ccccc1o2)ccc3c4. Reactants: [H-].[Na+] (sodium hydride), C(C)(C)(C)OC(=O)N[C@@H]1[C@H](CCCC1)NC1=C(C(=O)OC)C=CC(=C1)C(F)(F)F (methyl 2-({(1S,2S)-2-[(tert-butoxycarbonyl)amino]cyclohexyl}amino)-4-(trifluoromethyl)benzoate), CI (methyl iodide). Solvent: CN(C)C=O (DMF). The product is C(C)(C)(C)OC(=O)N([C@@H]1[C@H](CCCC1)NC1=C(C(=O)OC)C=CC(=C1)C(F)(F)F)C (methyl 2-({(1S,2S)-2-[(tert-butoxycarbonyl)(methyl)amino]cyclohexyl}amino)-4-(trifluoromethyl)benzoate). As a reaction SMILES: [H-].[Na+].[C:3]([O:7][C:8]([NH:10][C@H:11]1[CH2:16][CH2:15][CH2:14][CH2:13][C@@H:12]1[NH:17][C:18]1[CH:27]=[C:26]([C:28]([F:31])([F:30])[F:29])[CH:25]=[CH:24][C:19]=1[C:20]([O:22][CH3:23])=[O:21])=[O:9])([CH3:6])([CH3:5])[CH3:4].[CH3:32]I>CN(C=O)C>[C:3]([O:7][C:8]([N:10]([CH3:32])[C@H:11]1[CH2:16][CH2:15][CH2:14][CH2:13][C@@H:12]1[NH:17][C:18]1[CH:27]=[C:26]([C:28]([F:29])([F:30])[F:31])[CH:25]=[CH:24][C:19]=1[C:20]([O:22][CH3:23])=[O:21])=[O:9])([CH3:6])([CH3:4])[CH3:5] |f:0.1|. Procedure: In DMF and in the presence of sodium hydride, methyl 2-({(1S,2S)-2-[(tert-butoxycarbonyl)amino]cyclohexyl}amino)-4-(trifluoromethyl)benzoate was allowed to react with methyl iodide at 70° C. for 1 hour. By post-treating the reaction liquid, methyl 2-({(1S,2S)-2-[(tert-butoxycarbonyl)(methyl)amino]cyclohexyl}amino)-4-(trifluoromethyl)benzoate was obtained. Procedure: Colorless oil prepared from 3,5-dimethyl-pyridine-2-carbaldehyde and (4-amino-butyl)-carbamic acid tert-butyl ester 1H NMR (CDCl3) δ 1.43 (s, 9H), 1.53-1.60 (m, 4H), 2.27 (s, 6H), 2.65-2.75 (m, 2H), 3.10-3.16 (m, 2H), 3.83 (s, 2H), 4.76 (s, br, 1H), 7.24 (s, 1H), 8.21 (s, 1H). Yields the product C(C)(C)(C)OC(NCCCCNCC1=NC=C(C=C1C)C)=O ({4-[(3,5-dimethyl-pyridin-2-ylmethyl)-amino]-butyl}-carbamic acid tert-butyl ester). RXN SMILES: [CH3:1][C:2]1[C:3]([CH:9]=O)=[N:4][CH:5]=[C:6]([CH3:8])[CH:7]=1.[C:11]([O:15][C:16](=[O:23])[NH:17][CH2:18][CH2:19][CH2:20][CH2:21][NH2:22])([CH3:14])([CH3:13])[CH3:12]>>[C:11]([O:15][C:16](=[O:23])[NH:17][CH2:18][CH2:19][CH2:20][CH2:21][NH:22][CH2:9][C:3]1[C:2]([CH3:1])=[CH:7][C:6]([CH3:8])=[CH:5][N:4]=1)([CH3:14])([CH3:12])[CH3:13]. Starting materials: CC=1C(=NC=C(C1)C)C=O (3,5-dimethyl-pyridine-2-carbaldehyde), C(C)(C)(C)OC(NCCCCN)=O ((4-amino-butyl)-carbamic acid tert-butyl ester). Starting materials: ClC1=C(C=CC(=C1)F)CC(=O)Cl (2-(2-chloro-4-fluorophenyl)acetyl chloride), C(C)OC(=O)C1CCN(CC1)CC1=CC(=CC=C1)NC(C1=CC=C(C=C1)Cl)=O (1-[3-(4-Chloro-benzoylamino)-benzyl]-piperidine-4-carboxylic acid ethyl ester), ClC1=CC=C(C(=O)NC2=CC(=CC=C2)C2OCCO2)C=C1 (4-Chloro-N-(3-[1,3]dioxolan-2-yl-phenyl)-benzamide), N1CC(CC1)C(=O)OC (methyl pyrrolidine-3-carboxylate). Product: ClC1=C(C=CC(=C1)F)CC(=O)NC=1C=C(CN2CC(CC2)C(=O)O)C=CC1 (rac-1-{3-[2-(2-Chloro-4-fluoro-phenyl)-acetylamino]-benzyl}-pyrrolidine-3-carboxylic acid). As a reaction SMILES: [Cl:1][C:2]1[CH:7]=[C:6]([F:8])[CH:5]=[CH:4][C:3]=1[CH2:9][C:10](Cl)=[O:11].ClC1C=CC(C(NC2C=CC=C(C3OCCO3)C=2)=O)=CC=1.N1CCC(C(OC)=O)C1.C([O:45][C:46]([CH:48]1[CH2:53][CH2:52][N:51]([CH2:54][C:55]2[CH:60]=[CH:59][CH:58]=[C:57]([NH:61]C(=O)C3C=CC(Cl)=CC=3)[CH:56]=2)[CH2:50]C1)=[O:47])C>>[Cl:1][C:2]1[CH:7]=[C:6]([F:8])[CH:5]=[CH:4][C:3]=1[CH2:9][C:10]([NH:61][C:57]1[CH:56]=[C:55]([CH:60]=[CH:59][CH:58]=1)[CH2:54][N:51]1[CH2:52][CH2:53][CH:48]([C:46]([OH:45])=[O:47])[CH2:50]1)=[O:11]. Reported procedure: The title compound is prepared according to the reaction sequence 2.001a-2.001d described above using 2-(2-chloro-4-fluorophenyl)acetyl chloride instead of 4-chlorobenzoyl chloride as in 2.001a and methyl pyrrolidine-3-carboxylate instead of ethyl isonipecotate as in 2.001c: LC-MS A: tR=0.63 min; [M+H]+=391.01. The reactants are CC(=O)Nc1ccc(C(C)=O)cc1[N+](=O)[O-], O, O=S(=O)(O)O. The product is CC(=O)c1ccc(N)c([N+](=O)[O-])c1. RXN SMILES: [C:1]([CH3:2])(=[O:3])[c:4]1[cH:5][c:6]([N+:14](=[O:15])[O-:16])[c:7]([NH:10][C:11](=[O:12])[CH3:13])[cH:8][cH:9]1.[OH2:22].[S:17](=[O:18])(=[O:19])([OH:20])[OH:21]>>[C:1]([CH3:2])(=[O:3])[c:4]1[cH:5][c:6]([N+:14](=[O:15])[O-:16])[c:7]([NH2:10])[cH:8][cH:9]1.